Dataset: the Open Reaction Database (ORD), a public repository of structured organic reaction records. Task: describe an organic reaction: reactants, conditions, products, and yield Starting materials: C(C)(C)[N-]C(C)C.[Li+] (LDA), C(C)(C)NC(C)C (diisopropylamine), O1CCCC1 (tetrahydrofuran), solution, C(CCC)[Li] (butyl lithium), C1(CCCC1)CC(=O)O (cyclopentylacetic acid). Run in CCCCCC (n-hexane), C1(=CC=CC=C1)C (toluene). Run at temperature 45 celsius, time 1 hour. Product: OC1C(CCC1)CC(=O)O (2-hydroxycyclopentylacetic acid). RXN SMILES: C([N-]C(C)C)(C)C.[Li+].C(NC(C)C)(C)C.C([Li])CCC.[CH:21]1([CH2:26][C:27]([OH:29])=[O:28])[CH2:25][CH2:24][CH2:23][CH2:22]1.[O:30]1CCCC1>CCCCCC.C1(C)C=CC=CC=1>[OH:30][CH:22]1[CH2:23][CH2:24][CH2:25][CH:21]1[CH2:26][C:27]([OH:29])=[O:28] |f:0.1|. Procedure details: In an atmosphere of argon, to a solution of LDA (lithium diisopropylamide) prepared with a solution of diisopropylamine (60 ml) in anhydrous tetrahydrofuran (500 ml) and a 1.45M solution of butyl lithium in n-hexane (297 ml), a solution of cyclopentylacetic acid (25 g) in anhydrous toluene (100 ml) was dropped. The solution was stirred for 30 min. at room temperature and for 1 hr at 45° C. With blowing of air dried through phosphorus pentaoxide, the solution was stirred for 16 hrs. After reactio... The product is CC=1SC=C(C1C=1C(=NN(C1C#N)C)C1=C(C=C(C=C1)O)F)C ((2,4-dimethylthiophen-3-yl)-3-(2-fluoro-4-hydroxyphenyl)-1-methyl-1H-pyrazole-5-carbonitrile). Reactants: CC=1SC=C(C1C=1C(=NN(C1C#N)C)C1=C(C=C(C=C1)OC)F)C (4-(2,4-dimethylthiophen-3-yl)-3-(2-fluoro-4-methoxyphenyl)-1-methyl-1H-pyrazole-5-carbonitrile), S(C)C (Me2S). Reaction SMILES: [CH3:1][C:2]1[S:3][CH:4]=[C:5]([CH3:24])[C:6]=1[C:7]1[C:8]([C:15]2[CH:20]=[CH:19][C:18]([O:21]C)=[CH:17][C:16]=2[F:23])=[N:9][N:10]([CH3:14])[C:11]=1[C:12]#[N:13].S(C)C>C(Cl)Cl.B(F)(F)F>[CH3:1][C:2]1[S:3][CH:4]=[C:5]([CH3:24])[C:6]=1[C:7]1[C:8]([C:15]2[CH:20]=[CH:19][C:18]([OH:21])=[CH:17][C:16]=2[F:23])=[N:9][N:10]([CH3:14])[C:11]=1[C:12]#[N:13]. Procedure details: 4-(2,4-dimethylthiophen-3-yl)-3-(2-fluoro-4-methoxyphenyl)-1-methyl-1H-pyrazole-5-carbonitrile (17 mg, 0.05 mmol) was dissolved in dry DCM (2 mL) and BF3.Me2S (1 M solution in DCM, 0.3 mL, 0.3 mmol) was added and the mixture was stirred at room temperature over night. The mixture was concentrated and MeOH was added to quench the reaction The crude product was purified on silica gel to give -(2,4-dimethylthiophen-3-yl)-3-(2-fluoro-4-hydroxyphenyl)-1-methyl-1H-pyrazole-5-carbonitrile (7.0 mg, 43%)... Solvent: C(Cl)Cl (DCM), B(F)(F)F (BF3). Isolated yield 42.8%. The reactants are [Si](C)(C)(C(C)(C)C)O[C@@H]1C[C@H](N(C1)C1=NC=C(C=C1Cl)C(N)=NO)C(=O)OC (methyl (2S,4R)-4-(tert-butyldimethylsilyloxy)-1-(3-chloro-5-(N′-hydroxycarbamimidoyl)pyridin-2-yl)pyrrolidine-2-carboxylate), BrC1=C(C=C(C(=O)OC)C=C1)COC (methyl 4-bromo-3-(methoxymethyl)benzoate), C(CCl)Cl (EDC). Run in N1=CC=CC=C1 (pyridine), CC#N (MeCN). Conditions: time 18 hour. The product is ClC=1C(=NC=C(C1)C1=NOC(=N1)C1=CC(=C(C=C1)C1=C(C=CC=C1)C)COC)N1[C@@H](C[C@H](C1)O[Si](C)(C)C(C)(C)C)C(=O)OC (methyl (2S,4R)-1-(3-chloro-5-(5-(2-(methoxymethyl)-2′-methylbiphenyl-4-yl)-1,2,4-oxadiazol-3-yl)pyridin-2-yl)-4-(tert-butyldimethylsilyloxy)-pyrrolidine-2-carboxylate). Reaction SMILES: [Si:1]([O:8][C@H:9]1[CH2:13][N:12]([C:14]2[C:19]([Cl:20])=[CH:18][C:17]([C:21](=[N:23][OH:24])[NH2:22])=[CH:16][N:15]=2)[C@H:11]([C:25]([O:27][CH3:28])=[O:26])[CH2:10]1)([C:4]([CH3:7])([CH3:6])[CH3:5])([CH3:3])[CH3:2].Br[C:30]1[CH:39]=[CH:38][C:33]([C:34]([O:36][CH3:37])=O)=[CH:32][C:31]=1[CH2:40]OC.[CH2:43](Cl)[CH2:44]Cl>CC#N.N1C=CC=CC=1>[Cl:20][C:19]1[C:14]([N:12]2[CH2:13][C@H:9]([O:8][Si:1]([C:4]([CH3:7])([CH3:6])[CH3:5])([CH3:3])[CH3:2])[CH2:10][C@H:11]2[C:25]([O:27][CH3:28])=[O:26])=[N:15][CH:16]=[C:17]([C:21]2[N:22]=[C:40]([C:31]3[CH:30]=[CH:39][C:38]([C:25]4[CH:11]=[CH:10][CH:9]=[CH:13][C:43]=4[CH3:44])=[C:33]([CH2:34][O:36][CH3:37])[CH:32]=3)[O:24][N:23]=2)[CH:18]=1. Reported procedure: To a solution of methyl (2S,4R)-4-(tert-butyldimethylsilyloxy)-1-(3-chloro-5-(N′-hydroxycarbamimidoyl)pyridin-2-yl)pyrrolidine-2-carboxylate (0.320 g; 0.75 mmol) and Intermediate A1 (0.210 g; 0.82 mmol) in MeCN (3 mL) was added EDC (0.157 g; 0.82 mmol). The reaction mixture was stirred at ambient temperature for 18 h. The reaction mixture was diluted with pyridine (2 mL) and heated at 150° C. in the microwave for 30 minutes. The solvent was removed in vacuo and the residue dissolved in DCM. The ... The reactants are CN1C=C(C2=CC=CC=C12)C(CN)CCCC (2-(1-methyl-3-indolyl)hexylamine), C([C@H](O)C1=CC=CC=C1)(=O)O ((R)-(-)-mandelic acid). Run in CCOCC (ether). Reaction conditions: temperature 20 celsius, time 3 hour. Yields the product C(C(O)C1=CC=CC=C1)(=O)O.CN1C=C(C2=CC=CC=C12)C(CN)CCCC ((-)-2-(1-Methyl-3-indolyl)hexylamine (-)-mandelate). RXN SMILES: [CH3:1][N:2]1[C:10]2[C:5](=[CH:6][CH:7]=[CH:8][CH:9]=2)[C:4]([CH:11]([CH2:14][CH2:15][CH2:16][CH3:17])[CH2:12][NH2:13])=[CH:3]1.[C:18]([OH:28])(=[O:27])[C@@H:19]([C:21]1[CH:26]=[CH:25][CH:24]=[CH:23][CH:22]=1)[OH:20]>CCOCC>[C:18]([OH:28])(=[O:27])[CH:19]([C:21]1[CH:26]=[CH:25][CH:24]=[CH:23][CH:22]=1)[OH:20].[CH3:1][N:2]1[C:10]2[C:5](=[CH:6][CH:7]=[CH:8][CH:9]=2)[C:4]([CH:11]([CH2:14][CH2:15][CH2:16][CH3:17])[CH2:12][NH2:13])=[CH:3]1 |f:3.4|. Procedure: 24 g (0.104 mol) of 2-(1-methyl-3-indolyl)hexylamine, prepared under the conditions of Example 1, and 15.8 g (0.104 mol) of (R)-(-)-mandelic acid are dissolved in 600 cm3 of ether; after 3 hours of stirring at 20° C., the solid formed is drained and dried (m.p. 92°-100° C., quantity=23.1 g). The reactants are ClC1=NC2=CC=C(C=C2C(=N1)Cl)OC (2,4-dichloro-6-methoxyquinazoline), CNC1=CC=CC=C1 (N-methylaniline), C(C)(=O)[O-].[Na+] (sodium acetate). Run in O1CCCC1 (tetrahydrofuran), O (water). Reaction conditions: time 8 day. The product is ClC1=NC2=CC=C(C=C2C(=N1)N(C)C1=CC=CC=C1)OC (2-Chloro-4-(N-methylphenylamino)-6-methoxyquinazoline). Isolated yield 62.4%. As a reaction SMILES: [Cl:1][C:2]1[N:11]=[C:10](Cl)[C:9]2[C:4](=[CH:5][CH:6]=[C:7]([O:13][CH3:14])[CH:8]=2)[N:3]=1.[CH3:15][NH:16][C:17]1[CH:22]=[CH:21][CH:20]=[CH:19][CH:18]=1.C([O-])(=O)C.[Na+]>O1CCCC1.O>[Cl:1][C:2]1[N:11]=[C:10]([N:16]([C:17]2[CH:22]=[CH:21][CH:20]=[CH:19][CH:18]=2)[CH3:15])[C:9]2[C:4](=[CH:5][CH:6]=[C:7]([O:13][CH3:14])[CH:8]=2)[N:3]=1 |f:2.3|. Procedure: A mixture of 2,4-dichloro-6-methoxyquinazoline, (38.3 g, 0.19M assuming 100% yield from previous step), N-methylaniline (19.26 g, 0.18M), sodium acetate (16.4 g, 0.2M) in tetrahydrofuran (2 liters) and water (1 liter) was stirred at room temperature for 8 days. Reaction was then concentrated to low volume (about 500 ml) and an oil separated out which solidified. The solid was filtered off and extracted with dichloromethane. Silica gel column chromatography followed by evaporation to dryness gave... Run at temperature 70 celsius. Solvent: CN(C=O)C (N,N-dimethylformamide). Reagents/catalysts: [Pd](Cl)Cl.C1(=CC=CC=C1)P(C1=CC=CC=C1)C1=CC=CC=C1.C1(=CC=CC=C1)P(C1=CC=CC=C1)C1=CC=CC=C1 (bis(triphenylphosphine) palladium dichloride). Reactants: IC1=CC=2C(=NC=CC2C2=CN=C(S2)C2(CCC2)O)N1S(=O)(=O)C1=CC=C(C)C=C1 (1-(5-(2-iodo-1-tosyl-1H-pyrrolo[2,3-b]pyridin-4-yl)thiazol-2-yl)cyclobutanol), FC=1C=C2C(=CN(C2=CC1)C)B1OC(C(O1)(C)C)(C)C (5-fluoro-1-methyl-3-(4,4,5,5-tetramethyl-1,3,2-dioxaborolan-2-yl)-1H-indole), C([O-])(O)=O (bicarbonate). The product is FC=1C=C2C(=CN(C2=CC1)C)C1=CC=2C(=NC=CC2C2=CN=C(S2)C2(CCC2)O)N1S(=O)(=O)C1=CC=C(C)C=C1 (1-(5-(2-(5-fluoro-1-methyl-1H-indol-3-yl)-1-tosyl-1H-pyrrolo[2,3-b]pyridin-4-yl)thiazol-2-yl)cyclobutanol). Procedure details: To a stirred ambient solution of 1-(5-(2-iodo-1-tosyl-1H-pyrrolo[2,3-b]pyridin-4-yl)thiazol-2-yl)cyclobutanol (Example 107C) (150 mg, 0.272 mmol) and 5-fluoro-1-methyl-3-(4,4,5,5-tetramethyl-1,3,2-dioxaborolan-2-yl)-1H-indole (Example 107A) (112 mg, 0.408 mmol) in N,N-dimethylformamide (2.04 mL) was added saturated aqueous bicarbonate solution (680 μL) followed by bis(triphenylphosphine) palladium dichloride (13.37 mg, 0.019 mmol). The mixture was heated to 70° C. for 3 hours and was quenched by... RXN SMILES: I[C:2]1[N:20]([S:21]([C:24]2[CH:30]=[CH:29][C:27]([CH3:28])=[CH:26][CH:25]=2)(=[O:23])=[O:22])[C:5]2=[N:6][CH:7]=[CH:8][C:9]([C:10]3[S:14][C:13]([C:15]4([OH:19])[CH2:18][CH2:17][CH2:16]4)=[N:12][CH:11]=3)=[C:4]2[CH:3]=1.[F:31][C:32]1[CH:33]=[C:34]2[C:38](=[CH:39][CH:40]=1)[N:37]([CH3:41])[CH:36]=[C:35]2B1OC(C)(C)C(C)(C)O1.C(=O)(O)[O-]>CN(C)C=O.[Pd](Cl)Cl.C1(P(C2C=CC=CC=2)C2C=CC=CC=2)C=CC=CC=1.C1(P(C2C=CC=CC=2)C2C=CC=CC=2)C=CC=CC=1>[F:31][C:32]1[CH:33]=[C:34]2[C:38](=[CH:39][CH:40]=1)[N:37]([CH3:41])[CH:36]=[C:35]2[C:2]1[N:20]([S:21]([C:24]2[CH:25]=[CH:26][C:27]([CH3:28])=[CH:29][CH:30]=2)(=[O:22])=[O:23])[C:5]2=[N:6][CH:7]=[CH:8][C:9]([C:10]3[S:14][C:13]([C:15]4([OH:19])[CH2:16][CH2:17][CH2:18]4)=[N:12][CH:11]=3)=[C:4]2[CH:3]=1 |f:4.5.6|. Starting materials: BrC1=C2N=C(C(=NC2=CC=C1)C)Cl (5-bromo-3-chloro-2-methylquinoxaline), C1(=CC=CC=C1)B(O)O (phenylboronic acid), C(=O)([O-])[O-].[Na+].[Na+] (Na2CO3). Reagents/catalysts: C=1C=CC(=CC1)[P](C=2C=CC=CC2)(C=3C=CC=CC3)[Pd]([P](C=4C=CC=CC4)(C=5C=CC=CC5)C=6C=CC=CC6)([P](C=7C=CC=CC7)(C=8C=CC=CC8)C=9C=CC=CC9)[P](C=1C=CC=CC1)(C=1C=CC=CC1)C=1C=CC=CC1 (Pd(PPh3)4). Run in CC#N (CH3CN), O (water). Run at temperature 80 celsius, time 16 hour. The product is BrC1=C2N=C(C(=NC2=CC=C1)C)C1=CC=CC=C1 (5-bromo-2-methyl-3-phenylquinoxaline). The yield is 89.4%. RXN SMILES: [Br:1][C:2]1[CH:11]=[CH:10][CH:9]=[C:8]2[C:3]=1[N:4]=[C:5](Cl)[C:6]([CH3:12])=[N:7]2.[C:14]1(B(O)O)[CH:19]=[CH:18][CH:17]=[CH:16][CH:15]=1.C([O-])([O-])=O.[Na+].[Na+]>CC#N.O.C1C=CC([P]([Pd]([P](C2C=CC=CC=2)(C2C=CC=CC=2)C2C=CC=CC=2)([P](C2C=CC=CC=2)(C2C=CC=CC=2)C2C=CC=CC=2)[P](C2C=CC=CC=2)(C2C=CC=CC=2)C2C=CC=CC=2)(C2C=CC=CC=2)C2C=CC=CC=2)=CC=1>[Br:1][C:2]1[CH:11]=[CH:10][CH:9]=[C:8]2[C:3]=1[N:4]=[C:5]([C:14]1[CH:19]=[CH:18][CH:17]=[CH:16][CH:15]=1)[C:6]([CH3:12])=[N:7]2 |f:2.3.4,^1:36,38,57,76|. Reported procedure: A suspension of 5-bromo-3-chloro-2-methylquinoxaline (126e; 327 mg, 1.270 mmol), phenylboronic acid (Aldrich; 155 mg, 1.270 mmol), Na2CO3 (673 mg, 6.35 mmol), and Pd(PPh3)4 (Strem Chemicals, Inc.; 73.4 mg, 0.063 mmol) in a mixture of CH3CN (9.00 mL) and water (3 mL) was stirred under argon at 80° C. for 16 h. The reaction was cooled to RT and concentrated onto silica gel. Chromatographic purification (silica gel, 0-40% EtOAc/hexanes) furnished 5-bromo-2-methyl-3-phenylquinoxaline (340.0 mg, 1.13... Reactants: O=C([O-])[O-], CS(=O)(=O)Nc1ccc(C(=O)C2CCNCC2)cc1, CN(C)C=O, ClCCc1cccnc1, Cl, Cl, [I-], [K+], [K+], [K+]. Product: CS(=O)(=O)Nc1ccc(C(=O)C2CCN(CCc3cccnc3)CC2)cc1, Cl, Cl. As a reaction SMILES: [C:21](=[O:22])([O-:23])[O-:24].[CH3:2][S:3](=[O:4])(=[O:5])[NH:6][c:7]1[cH:8][cH:9][c:10]([C:11](=[O:12])[CH:13]2[CH2:14][CH2:15][NH:16][CH2:17][CH2:18]2)[cH:19][cH:20]1.[CH3:39][N:40]([CH3:41])[CH:42]=[O:43].[Cl:28][CH2:29][CH2:30][c:31]1[cH:32][n:33][cH:34][cH:35][cH:36]1.[ClH:1].[ClH:27].[I-:38].[K+:25].[K+:26].[K+:37]>>[CH3:2][S:3](=[O:4])(=[O:5])[NH:6][c:7]1[cH:8][cH:9][c:10]([C:11](=[O:12])[CH:13]2[CH2:14][CH2:15][N:16]([CH2:29][CH2:30][c:31]3[cH:32][n:33][cH:34][cH:35][cH:36]3)[CH2:17][CH2:18]2)[cH:19][cH:20]1.[ClH:1].[ClH:28].